From a dataset of the Open Reaction Database (ORD), a public repository of structured organic reaction records. describe an organic reaction: reactants, conditions, products, and yield Reactants: CC1(OCCO1)C1=CC=C(O1)CN1N=CC(=N1)N (2-[5-(2-methyl-[1,3]dioxolan-2-yl)-furan-2-ylmethyl]-2H-[1,2,3]triazol-4-ylamine), FC(C=1C=C(C=CC1)C1=C(N=CO1)C(=O)O)(F)F (5-(3-trifluoromethyl-phenyl)-oxazole-4-carboxylic acid). The product is C(C)(=O)C1=CC=C(O1)CN1N=CC(=N1)NC(=O)C=1N=COC1C1=CC(=CC=C1)C(F)(F)F (5-(3-Trifluoromethyl-phenyl)-oxazole-4-carboxylic acid [2-(5-acetyl-furan-2-ylmethyl)-2H-[1,2,3]triazol-4-yl]-amide). RXN SMILES: [CH3:1][C:2]1([C:7]2[O:11][C:10]([CH2:12][N:13]3[N:17]=[C:16]([NH2:18])[CH:15]=[N:14]3)=[CH:9][CH:8]=2)[O:6]CCO1.[F:19][C:20]([F:36])([F:35])[C:21]1[CH:22]=[C:23]([C:27]2[O:31][CH:30]=[N:29][C:28]=2[C:32](O)=[O:33])[CH:24]=[CH:25][CH:26]=1>>[C:2]([C:7]1[O:11][C:10]([CH2:12][N:13]2[N:17]=[C:16]([NH:18][C:32]([C:28]3[N:29]=[CH:30][O:31][C:27]=3[C:23]3[CH:24]=[CH:25][CH:26]=[C:21]([C:20]([F:36])([F:19])[F:35])[CH:22]=3)=[O:33])[CH:15]=[N:14]2)=[CH:9][CH:8]=1)(=[O:6])[CH3:1]. Procedure: Following general procedure A followed by L, starting from 2-[5-(2-methyl-[1,3]dioxolan-2-yl)-furan-2-ylmethyl]-2H-[1,2,3]triazol-4-ylamine and 5-(3-trifluoromethyl-phenyl)-oxazole-4-carboxylic acid. Reactants: C(C)(=O)C1=CC=CC=C1 (acetophenone), C(C)N(C1=CC=C(C=C1)[Mg]Br)CC (4-diethylaminophenylmagnesium bromide), [Cl-].[NH4+] (ammonium chloride), [Mg] (magnesium), BrC1=CC=C(N(CC)CC)C=C1 (4-bromodiethylaniline). The solvent is C1=CC=CC=C1 (benzene), O1CCCC1 (tetrahydrofuran), O1CCCC1 (tetrahydrofuran). Yields the product C(C)N(C1=CC=C(C=C1)C(=C)C1=CC=CC=C1)CC (1-(p-diethylaminophenyl)-1-phenylethylene). As a reaction SMILES: [C:1]([C:4]1[CH:9]=[CH:8][CH:7]=[CH:6][CH:5]=1)(=O)[CH3:2].[CH2:10]([N:12]([CH2:21][CH3:22])[C:13]1[CH:18]=[CH:17][C:16]([Mg]Br)=[CH:15][CH:14]=1)[CH3:11].[Mg].BrC1C=CC(N(CC)CC)=CC=1.[Cl-].[NH4+]>O1CCCC1.C1C=CC=CC=1>[CH2:10]([N:12]([CH2:21][CH3:22])[C:13]1[CH:18]=[CH:17][C:16]([C:1]([C:4]2[CH:9]=[CH:8][CH:7]=[CH:6][CH:5]=2)=[CH2:2])=[CH:15][CH:14]=1)[CH3:11] |f:4.5|. Reported procedure: After adding dropwise 100 ml of a benzene solution containing 8 g of acetophenone to a tetrahydrofuran solution of 4-diethylaminophenylmagnesium bromide prepared from 2 g of magnesium, 16 g of 4-bromodiethylaniline, and 100 ml of tetrahydrofuran, stirring was continued under reflux for 5 hours. After cooling, 200 ml of a saturated aqueous ammonium chloride solution was added thereto. The mixture was subjected to hydrolysis, and an organic layer was separated and washed with water. After distilli... Starting materials: Cl (hydrochloric acid), CO (methanol), C[O-].[Na+] (sodium methoxide), BrC1=CC(=C(C=C1C)N(CCCCC(=O)OC)CC1=CC=C(C=C1)OC)C=O (methyl 5-((4-bromo-2-formyl-5-methylphenyl)(4-methoxybenzyl)amino)pentanoate). The solvent is C(OC)(OC)=O (dimethyl carbonate), O (water). Run at temperature 50 celsius, time 3 hour. Product: BrC=1C(=CC2=C(C=C(CCCN2CC2=CC=C(C=C2)OC)C(=O)OC)C1)C (methyl 8-bromo-1-(4-methoxybenzyl)-9-methyl-1,2,3,4-tetrahydro-1-benzoazocine-5-carboxylate). Yield: 74.2%. RXN SMILES: CO.C[O-].[Na+].[Br:6][C:7]1[C:12]([CH3:13])=[CH:11][C:10]([N:14]([CH2:23][C:24]2[CH:29]=[CH:28][C:27]([O:30][CH3:31])=[CH:26][CH:25]=2)[CH2:15][CH2:16][CH2:17][CH2:18][C:19]([O:21][CH3:22])=[O:20])=[C:9]([CH:32]=O)[CH:8]=1.Cl>C(=O)(OC)OC.O>[Br:6][C:7]1[C:12]([CH3:13])=[CH:11][C:10]2[N:14]([CH2:23][C:24]3[CH:29]=[CH:28][C:27]([O:30][CH3:31])=[CH:26][CH:25]=3)[CH2:15][CH2:16][CH2:17][C:18]([C:19]([O:21][CH3:22])=[O:20])=[CH:32][C:9]=2[CH:8]=1 |f:1.2|. Reported procedure: A methanol solution of sodium methoxide (28%, 1.9 g) was added to a solution of methyl 5-((4-bromo-2-formyl-5-methylphenyl)(4-methoxybenzyl)amino)pentanoate (3.4 g) in dimethyl carbonate (50 ml), after which the mixture was stirred under nitrogen atmosphere at 50° C. for 3 hours. After cooling down to 0° C., water was added and the mixture was neutralized with 1N hydrochloric acid, and then extracted with ethyl acetate. The organic layer was washed with saturated brine and dried with magnesium s... Reactants: [Br-], CCCCCCCCCCCCCC[N+](C)(C)C, O=[N+]([O-])c1ccccc1Cl, [F-], [K+]. Product: O=[N+]([O-])c1ccccc1F. RXN SMILES: [Br-:13].[CH2:14]([N+:15]([CH3:16])([CH3:17])[CH3:18])[CH2:19][CH2:20][CH2:21][CH2:22][CH2:23][CH2:24][CH2:25][CH2:26][CH2:27][CH2:28][CH2:29][CH2:30][CH3:31].[Cl:3][c:4]1[c:5]([N+:10](=[O:11])[O-:12])[cH:6][cH:7][cH:8][cH:9]1.[F-:1].[K+:2]>>[F:1][c:4]1[c:5]([N+:10](=[O:11])[O-:12])[cH:6][cH:7][cH:8][cH:9]1. Reactants: FC=1C=C2C=C(N=CC2=CC1)NC(OC[C@H](CCCN)N(C(=O)NCC1=C(C(=CC=C1)F)Cl)C)=O ((S)-5-amino-2-(3-(2-chloro-3-fluorobenzyl)-1-methylureido)pentyl 6-fluoroisoquinolin-3-ylcarbamate), C1=CC=C(C=C1)OC(=NC#N)OC2=CC=CC=C2 (diphenyl cyanocarbonimidate), CCN(C(C)C)C(C)C (DIEA). Solvent: C(Cl)Cl (DCM). Reaction conditions: time 4 hour. The product is FC=1C=C2C=C(N=CC2=CC1)NC(OC[C@H](CCCN/C(/OC1=CC=CC=C1)=N/C#N)N(C(=O)NCC1=C(C(=CC=C1)F)Cl)C)=O ((S,Z)-2-(3-(2-chloro-3-fluorobenzyl)-1-methylureido)-5-((cyanoimino)(phenoxy)methylamino)pentyl 6-fluoroisoquinolin-3-ylcarbamate). Reaction SMILES: [F:1][C:2]1[CH:3]=[C:4]2[C:9](=[CH:10][CH:11]=1)[CH:8]=[N:7][C:6]([NH:12][C:13](=[O:35])[O:14][CH2:15][C@@H:16]([N:21]([CH3:34])[C:22]([NH:24][CH2:25][C:26]1[CH:31]=[CH:30][CH:29]=[C:28]([F:32])[C:27]=1[Cl:33])=[O:23])[CH2:17][CH2:18][CH2:19][NH2:20])=[CH:5]2.[CH:36]1[CH:41]=[CH:40][C:39]([O:42][C:43](OC2C=CC=CC=2)=[N:44][C:45]#[N:46])=[CH:38][CH:37]=1.CCN(C(C)C)C(C)C>C(Cl)Cl>[F:1][C:2]1[CH:3]=[C:4]2[C:9](=[CH:10][CH:11]=1)[CH:8]=[N:7][C:6]([NH:12][C:13](=[O:35])[O:14][CH2:15][C@@H:16]([N:21]([CH3:34])[C:22]([NH:24][CH2:25][C:26]1[CH:31]=[CH:30][CH:29]=[C:28]([F:32])[C:27]=1[Cl:33])=[O:23])[CH2:17][CH2:18][CH2:19][NH:20]/[C:43](=[N:44]/[C:45]#[N:46])/[O:42][C:39]1[CH:40]=[CH:41][CH:36]=[CH:37][CH:38]=1)=[CH:5]2. Procedure: To a solution (S)-5-amino-2-(3-(2-chloro-3-fluorobenzyl)-1-methylureido)pentyl 6-fluoroisoquinolin-3-ylcarbamate (190 mg, 0.35 mmol) and diphenyl cyanocarbonimidate (83 mg, 0.35 mmol) in DCM (10.0 mL) was added DIEA (0.12 mL, 0.70 mmol). The reaction mixture was stirred at RT for 4 h. The mixture was concentrated under reduced pressure to give (S,Z)-2-(3-(2-chloro-3-fluorobenzyl)-1-methylureido)-5-((cyanoimino)(phenoxy)methylamino)pentyl 6-fluoroisoquinolin-3-ylcarbamate, which was used without ... The reactants are O=C([O-])O, ClCCl, [K+], O=C(OO)c1cccc(Cl)c1, c1ccc(C2(c3ccccc3)CCSCC2)cc1. Yields the product O=S1CCC(c2ccccc2)(c2ccccc2)CC1. As a reaction SMILES: [C:30](=[O:31])([O-:32])[OH:33].[Cl:35][CH2:36][Cl:37].[K+:34].[OH:1][O:2][C:3]([c:4]1[cH:5][c:6]([Cl:7])[cH:8][cH:9][cH:10]1)=[O:11].[c:12]1([C:18]2([c:24]3[cH:25][cH:26][cH:27][cH:28][cH:29]3)[CH2:19][CH2:20][S:21][CH2:22][CH2:23]2)[cH:13][cH:14][cH:15][cH:16][cH:17]1>>[O:1]=[S:21]1[CH2:20][CH2:19][C:18]([c:12]2[cH:13][cH:14][cH:15][cH:16][cH:17]2)([c:24]2[cH:25][cH:26][cH:27][cH:28][cH:29]2)[CH2:23][CH2:22]1. Starting materials: Cc1cc(I)ccc1OC=C1C=CC=CC1n1nnn(C)c1=O, Cc1ccccc1, CCCC[Sn](CCCC)(CCCC)c1cnn(-c2ccccc2)c1, c1ccc(P(c2ccccc2)(c2ccccc2)[Pd](P(c2ccccc2)(c2ccccc2)c2ccccc2)(P(c2ccccc2)(c2ccccc2)c2ccccc2)P(c2ccccc2)(c2ccccc2)c2ccccc2)cc1. Yields the product Cc1cc(-c2cnn(-c3ccccc3)c2)ccc1OC=C1C=CC=CC1n1nnn(C)c1=O. Reaction SMILES: [CH3:1][n:2]1[n:3][n:4][n:5]([CH:8]2[C:9](=[CH:14][O:15][c:16]3[c:17]([CH3:23])[cH:18][c:19]([I:22])[cH:20][cH:21]3)[CH:10]=[CH:11][CH:12]=[CH:13]2)[c:6]1=[O:7].[CH3:48][c:49]1[cH:50][cH:51][cH:52][cH:53][cH:54]1.[c:24]1(-[n:30]2[n:31][cH:32][c:33]([Sn:35]([CH2:36][CH2:37][CH2:38][CH3:39])([CH2:40][CH2:41][CH2:42][CH3:43])[CH2:44][CH2:45][CH2:46][CH3:47])[cH:34]2)[cH:25][cH:26][cH:27][cH:28][cH:29]1.[cH:55]1[cH:56][cH:57][c:58]([P:59]([Pd:60]([P:61]([c:62]2[cH:63][cH:64][cH:65][cH:66][cH:67]2)([c:68]2[cH:69][cH:70][cH:71][cH:72][cH:73]2)[c:74]2[cH:75][cH:76][cH:77][cH:78][cH:79]2)([P:80]([c:81]2[cH:82][cH:83][cH:84][cH:85][cH:86]2)([c:87]2[cH:88][cH:89][cH:90][cH:91][cH:92]2)[c:93]2[cH:94][cH:95][cH:96][cH:97][cH:98]2)[P:99]([c:100]2[cH:101][cH:102][cH:103][cH:104][cH:105]2)([c:106]2[cH:107][cH:108][cH:109][cH:110][cH:111]2)[c:112]2[cH:113][cH:114][cH:115][cH:116][cH:117]2)([c:118]2[cH:119][cH:120][cH:121][cH:122][cH:123]2)[c:124]2[cH:125][cH:126][cH:127][cH:128][cH:129]2)[cH:130][cH:131]1>>[CH3:1][n:2]1[n:3][n:4][n:5]([CH:8]2[C:9](=[CH:14][O:15][c:16]3[c:17]([CH3:23])[cH:18][c:19](-[c:33]4[cH:32][n:31][n:30](-[c:24]5[cH:25][cH:26][cH:27][cH:28][cH:29]5)[cH:34]4)[cH:20][cH:21]3)[CH:10]=[CH:11][CH:12]=[CH:13]2)[c:6]1=[O:7]. The reactants are C(CCC)(O)O (butanediol), OH, IPDI uretdione polyisocyanate, C1(CCCCCO1)=O (ε-caprolactone), [OH-].[K+] (KOH). Reaction conditions: temperature 80 celsius. The product is C(CCCO)O (1,4-butanediol), C(C)C(CO)CCCC (2-ethyl-1-hexanol). As a reaction SMILES: [C:1]1(=O)[O:7][CH2:6][CH2:5][CH2:4][CH2:3][CH2:2]1.[CH:9](O)([OH:13])[CH2:10]CC.[OH-].[K+]>>[CH2:6]([OH:7])[CH2:5][CH2:4][CH2:3][OH:13].[CH2:9]([CH:5]([CH2:4][CH2:3][CH2:2][CH3:1])[CH2:6][OH:7])[CH3:10] |f:2.3|. Procedure: 350.0 g (1.47 gram equivalent) of the IPDI uretdione polyisocyanate from Example 1, which had a 19.2% content of uretdione groups after hot titration, was put in first under dry nitrogen and heated to 80° C. A mixture of 176.0 g (0.88 gram equivalent) of a commercial ε-caprolactone polyesterdiol started on 1.4 butanediol, with an OH number of 280 mg KOH/g (Capa 203, produced by Solvay), 19.8 g (0.44 gram equivalent) of 1,4-butanediol and 19.5 g (0.15 gram equivalent) of 2-ethyl-1-hexanol was add... Starting materials: 414.5, O(C1=CC=CC=C1)CCO (2-phenoxyethanol), C(C=C)(=O)OC (methyl acrylate), C[Sn](C)(Cl)Cl (dimethyltin dichloride), C[O-].[Na+] (sodium methoxide), COC1=CC=C(C=C1)O (4-methoxyphenol), C1(O)=CC=C(O)C=C1 (hydroquinone). Run in CCCCCCC (heptane). Product: 524.8, C(C=C)(=O)OCCOC1=CC=CC=C1 (2-phenoxyethyl acrylate). Isolated yield 91.0%. Reaction SMILES: [O:1]([CH2:8][CH2:9][OH:10])[C:2]1[CH:7]=[CH:6][CH:5]=[CH:4][CH:3]=1.[C:11](OC)(=[O:14])[CH:12]=[CH2:13].C[Sn](Cl)(Cl)C.C[O-].[Na+].COC1C=CC(O)=CC=1.C1(C=CC(O)=CC=1)O>CCCCCCC>[C:11]([O:10][CH2:9][CH2:8][O:1][C:2]1[CH:7]=[CH:6][CH:5]=[CH:4][CH:3]=1)(=[O:14])[CH:12]=[CH2:13] |f:3.4|. Procedure details: In a similar manner, a mixture of 414.5 parts 2-phenoxyethanol, 388 parts methyl acrylate, 141.6 parts heptane, 4.1 parts dimethyltin dichloride, 1.1 parts sodium methoxide (molar ratio 1.09:1), 1.4 parts 4-methoxyphenol and 0.5 parts hydroquinone yielded 524.8 parts (91 percent yield, based on 2-phenoxyethanol) of 2-phenoxyethyl acrylate with a purity of 98.3 percent, containing no detectable tin.